Task: describe an organic reaction: reactants, conditions, products, and yield. Dataset: the Open Reaction Database (ORD), a public repository of structured organic reaction records Run in O1CCOCC1 (1,4-dioxane). Procedure details: Ethyl 1-(4-methoxyphenyl)-6-[2′-({methyl[(methylamino)carbonyl]amino}methyl)-1,1′-biphenyl-4-yl]-7-oxo-4,5,6,7-tetrahydro-1H-pyrazolo[3,4-c]pyridine-3-carboxylate (130 mg, 0.2 mmol) was dissolved in 7.5 mL of 1,4-dioxane. Concentrated NH4OH (7.5 mL) was added. The reaction vessel was sealed and the mixture was stirred at room temperature for 4 days. The mixture was stripped and chromatographed using 3% MeOH:CHCl3 with 0.1% concentrated NH4OH. The fractions containing desired product were combine... Yields the product COC1=CC=C(C=C1)N1N=C(C2=C1C(N(CC2)C2=CC=C(C=C2)C2=C(C=CC=C2)CN(C(=O)NC)C)=O)C(=O)N (1-(4-methoxyphenyl)-6-[2′-({methyl[(methylamino)carbonyl]amino}methyl)-1,1′-biphenyl-4-yl]-7-oxo-4,5,6,7-tetrahydro-1H-pyrazolo[3,4-c]pyridine-3-carboxamide). Isolated yield 48.0%. RXN SMILES: [CH3:1][O:2][C:3]1[CH:8]=[CH:7][C:6]([N:9]2[C:13]3[C:14](=[O:37])[N:15]([C:18]4[CH:23]=[CH:22][C:21]([C:24]5[CH:29]=[CH:28][CH:27]=[CH:26][C:25]=5[CH2:30][N:31]([CH3:36])[C:32]([NH:34][CH3:35])=[O:33])=[CH:20][CH:19]=4)[CH2:16][CH2:17][C:12]=3[C:11]([C:38](OCC)=[O:39])=[N:10]2)=[CH:5][CH:4]=1.[NH4+:43].[OH-]>O1CCOCC1>[CH3:1][O:2][C:3]1[CH:8]=[CH:7][C:6]([N:9]2[C:13]3[C:14](=[O:37])[N:15]([C:18]4[CH:23]=[CH:22][C:21]([C:24]5[CH:29]=[CH:28][CH:27]=[CH:26][C:25]=5[CH2:30][N:31]([CH3:36])[C:32]([NH:34][CH3:35])=[O:33])=[CH:20][CH:19]=4)[CH2:16][CH2:17][C:12]=3[C:11]([C:38]([NH2:43])=[O:39])=[N:10]2)=[CH:5][CH:4]=1 |f:1.2|. Reaction conditions: time 4 day. The reactants are COC1=CC=C(C=C1)N1N=C(C2=C1C(N(CC2)C2=CC=C(C=C2)C2=C(C=CC=C2)CN(C(=O)NC)C)=O)C(=O)OCC (Ethyl 1-(4-methoxyphenyl)-6-[2′-({methyl[(methylamino)carbonyl]amino}methyl)-1,1′-biphenyl-4-yl]-7-oxo-4,5,6,7-tetrahydro-1H-pyrazolo[3,4-c]pyridine-3-carboxylate), [NH4+].[OH-] (NH4OH). Starting materials: Ar—CH3, Ar—CH3, BrC1=C(C(=C(C(=C1)C)O)C)C (4-bromo-2,3,6-trimethyl phenol), C([O-])([O-])=O.[K+].[K+] (potassium carbonate), Ar—H, Ar—OCH3, CI (MeI), Ar—CH3. Run in C(Cl)Cl (DCM), CC(=O)C (acetone). Run at time 8 hour. Product: BrC1=C(C(=C(C(=C1)C)OC)C)C (1-bromo-4-methoxy-2,3,5-trimethyl-benzene). Reaction SMILES: [Br:1][C:2]1[CH:7]=[C:6]([CH3:8])[C:5]([OH:9])=[C:4]([CH3:10])[C:3]=1[CH3:11].[C:12](=O)([O-])[O-].[K+].[K+].CI>CC(C)=O.C(Cl)Cl>[Br:1][C:2]1[CH:7]=[C:6]([CH3:8])[C:5]([O:9][CH3:12])=[C:4]([CH3:10])[C:3]=1[CH3:11] |f:1.2.3|. Reported procedure: To a solution of 4-bromo-2,3,6-trimethyl phenol (66.2 g; 0.294 mol) in acetone (2 L) was added potassium carbonate (203 g; 1.47 mol) at ambient temperature. Then MeI (91.4 ml; 1.47 mol) was added dropwise over 30 mins. Reaction was stirred overnight at ambient temperature. After this time the mixture was filtered, washing with acetone (2×200 ml) and the filtrate evaporated to give a red solid. The solid was taken up in DCM (1.2 L) and washed with 1M sodium thiosulfate (2×400 ml), half sat. brine... Starting materials: Cc1cc(Br)ccc1N, CI, [K+], [K+], O=C([O-])[O-], CN(C)C=O. The product is CNc1ccc(Br)cc1C. RXN SMILES: [Br:1][c:2]1[cH:3][c:4]([CH3:9])[c:5]([NH2:6])[cH:7][cH:8]1.[I:16][CH3:17].[K+:10].[K+:11].[O-:12][C:13]([O-:14])=[O:15].[O:18]=[CH:19][N:20]([CH3:21])[CH3:22]>>[Br:1][c:2]1[cH:3][c:4]([CH3:9])[c:5]([NH:6][CH3:13])[cH:7][cH:8]1. The reactants are ClC=1C=C(C(=C(C1)[N+](=O)[O-])C)[N+](=O)[O-] (5-Chloro-2-methyl-1,3-dinitro-benzene), O (water), S(=O)([O-])S(=O)[O-].[Na+].[Na+] (Sodium dithionite). The solvent is CO (methanol). Conditions: time 3 hour. The product is ClC=1C=C(C(=C(C1)N)C)[N+](=O)[O-] (5-chloro-2-methyl-3-nitro-phenylamine). Isolated yield 85.9%. As a reaction SMILES: [Cl:1][C:2]1[CH:3]=[C:4]([N+:12]([O-:14])=[O:13])[C:5]([CH3:11])=[C:6]([N+:8]([O-])=O)[CH:7]=1.O.S(S([O-])=O)([O-])=O.[Na+].[Na+]>CO>[Cl:1][C:2]1[CH:3]=[C:4]([N+:12]([O-:14])=[O:13])[C:5]([CH3:11])=[C:6]([NH2:8])[CH:7]=1 |f:2.3.4|. Procedure details: 5-Chloro-2-methyl-1,3-dinitro-benzene (1.96 g, from above) was suspended in methanol (80 mL) and water (20 mL) under N2. Sodium dithionite (5.51 g) was added portionwise and the mixture was stirred at room temperature for 3 hr. The reaction mixture was filtered and washed with methanol. The filtrate was then removed under reduced pressure and the residue was partitioned between ethyl acetate (150 mL) and brine (150 mL). The organic layer was dried over magnesium sulfate and evaporated to afford ... Reactants: CCOC(=O)c1ccc(C#Cc2ccc3c(c2)C(C)(C)CCC3=O)cc1F, CO, [Na+], C1CCOC1, [OH-]. The product is CC1(C)CCC(=O)c2ccc(C#Cc3ccc(C(=O)O)c(F)c3)cc21. RXN SMILES: [CH2:1]([CH3:2])[O:3][C:4]([c:5]1[c:6]([F:26])[cH:7][c:8]([C:11]#[C:12][c:13]2[cH:14][c:15]3[c:20]([cH:21][cH:22]2)[C:19](=[O:23])[CH2:18][CH2:17][C:16]3([CH3:24])[CH3:25])[cH:9][cH:10]1)=[O:27].[CH3:28][OH:29].[Na+:31].[O:32]1[CH2:33][CH2:34][CH2:35][CH2:36]1.[OH-:30]>>[O:3]=[C:4]([c:5]1[c:6]([F:26])[cH:7][c:8]([C:11]#[C:12][c:13]2[cH:14][c:15]3[c:20]([cH:21][cH:22]2)[C:19](=[O:23])[CH2:18][CH2:17][C:16]3([CH3:24])[CH3:25])[cH:9][cH:10]1)[OH:27]. Reactants: Cl.C(C)O (hydrochloric acid ethanol), O1C(COC2=C3CCC(NC3=C(C=C2)OCC#C)=O)C1 (5-(2,3-epoxypropoxy)-8-(2-propynyloxy)-3,4-dihydrocarbostyril), Cl (hydrochloride), C(C)(C)(C)N (t-butylamine). Run in CO (methanol). Reaction conditions: time 12 hour. The product is Cl.C(C#C)OC=1C=CC(=C2CCC(NC12)=O)OCC(CNC(C)(C)C)O (8-(2-propynyloxy)-5-[3-(t-butylamino)-2-hydroxypropoxy]-3,4-dihydrocarbostyril hydrochloride). As a reaction SMILES: [O:1]1[CH2:20][CH:2]1[CH2:3][O:4][C:5]1[CH:14]=[CH:13][C:12]([O:15][CH2:16][C:17]#[CH:18])=[C:11]2[C:6]=1[CH2:7][CH2:8][C:9](=[O:19])[NH:10]2.[C:21]([NH2:25])([CH3:24])([CH3:23])[CH3:22].[ClH:26].Cl.C(O)C>CO>[ClH:26].[CH2:16]([O:15][C:12]1[CH:13]=[CH:14][C:5]([O:4][CH2:3][CH:2]([OH:1])[CH2:20][NH:25][C:21]([CH3:24])([CH3:23])[CH3:22])=[C:6]2[C:11]=1[NH:10][C:9](=[O:19])[CH2:8][CH2:7]2)[C:17]#[CH:18] |f:3.4,6.7|. Procedure details: 2 g of 5-(2,3-epoxypropoxy)-8-(2-propynyloxy)-3,4-dihydrocarbostyril was dissolved in 15 ml of methanol, and 2.6 g of t-butylamine was added to the solution, followed by allowing the mixture to stand at 15°-20° C. for 12 hours. After completion of the reaction, the methanol and the t-butylamine were evaporated under reduced pressure, and the resulting crude oil was converted into the hydrochloride thereof using hydrochloric acid and ethanol. The solvent was evaporated under reduced pressure, and... Starting materials: COC=1C(C(=C(C(C1OC)=O)CC1=CC=C(C=C1)C=CC(=O)O)C)=O (3-[4-(5,6-dimethoxy-3-methyl-1,4-benzoquinon-2-ylmethyl)phenyl]acrylic Acid), N1CCOCC1 (morpholine). The product is COC=1C(C(=C(C(C1OC)=O)CC1=CC=C(C=C1)C=CC(=O)N1CCOCC1)C)=O (N-[3-[4-(5,6-dimethoxy-3-methyl-1,4-benzoquinon-2-ylmethyl)phenyl]acryloyl]morpholine). Isolated yield 43.1%. RXN SMILES: [CH3:1][O:2][C:3]1[C:4](=[O:25])[C:5]([CH3:24])=[C:6]([CH2:12][C:13]2[CH:18]=[CH:17][C:16]([CH:19]=[CH:20][C:21](O)=[O:22])=[CH:15][CH:14]=2)[C:7](=[O:11])[C:8]=1[O:9][CH3:10].[NH:26]1[CH2:31][CH2:30][O:29][CH2:28][CH2:27]1>>[CH3:1][O:2][C:3]1[C:4](=[O:25])[C:5]([CH3:24])=[C:6]([CH2:12][C:13]2[CH:14]=[CH:15][C:16]([CH:19]=[CH:20][C:21]([N:26]3[CH2:31][CH2:30][O:29][CH2:28][CH2:27]3)=[O:22])=[CH:17][CH:18]=2)[C:7](=[O:11])[C:8]=1[O:9][CH3:10]. Procedure: 3-[4-(5,6-dimethoxy-3-methyl-1,4-benzoquinon-2-ylmethyl)phenyl]acrylic acid (200 mg, 0.58 mmol) obtained in Example 2 and morpholine (65 mg, 0.75 mmol) were used, and a method similar to that described in Example 3 was employed to obtain the title compound (102 mg, 0.25 mmol, yield 43%). The reactants are Cl.C(C)OC(CCN)=O (β-alanine ethyl ester hydrochloride), O.ON1N=NC2=C1C=CC=C2 (1-hydroxybenzotriazole monohydrate), C1(CCCCC1)C(C1=C(C=2C=NC=CC2S1)C)NC1=CC=C(C(=O)O)C=C1 (4-{[cyclohexyl(3-methylthieno[3,2-c]pyridin-2-yl)methyl]amino}benzoic acid), Cl.C(C)N=C=NCCCN(C)C (1-ethyl-3-(3-dimethylaminopropyl)carbodiimide hydrochloride), [Cl-].[NH4+] (ammonium chloride). Run in CN(C=O)C (N,N-dimethylformamide), C(C)N(CC)CC (triethylamine). Reaction conditions: time 8 hour. The product is C1(CCCCC1)C(C1=C(C=2C=NC=CC2S1)C)NC1=CC=C(C=C1)C(=O)NCCC(=O)OCC (ethyl 3-{[(4-{[cyclohexyl(3-methylthieno[3,2-c]pyridin-2-yl)methyl]amino}phenyl)carbonyl]amino}propanoate). Isolated yield 80.5%. RXN SMILES: [CH:1]1([CH:7]([NH:18][C:19]2[CH:27]=[CH:26][C:22]([C:23](O)=[O:24])=[CH:21][CH:20]=2)[C:8]2[S:16][C:15]3[CH:14]=[CH:13][N:12]=[CH:11][C:10]=3[C:9]=2[CH3:17])[CH2:6][CH2:5][CH2:4][CH2:3][CH2:2]1.Cl.[CH2:29]([O:31][C:32](=[O:36])[CH2:33][CH2:34][NH2:35])[CH3:30].O.ON1C2C=CC=CC=2N=N1.Cl.C(N=C=NCCCN(C)C)C.[Cl-].[NH4+]>CN(C)C=O.C(N(CC)CC)C>[CH:1]1([CH:7]([NH:18][C:19]2[CH:27]=[CH:26][C:22]([C:23]([NH:35][CH2:34][CH2:33][C:32]([O:31][CH2:29][CH3:30])=[O:36])=[O:24])=[CH:21][CH:20]=2)[C:8]2[S:16][C:15]3[CH:14]=[CH:13][N:12]=[CH:11][C:10]=3[C:9]=2[CH3:17])[CH2:6][CH2:5][CH2:4][CH2:3][CH2:2]1 |f:1.2,3.4,5.6,7.8|. Reported procedure: To a mixture of 4-{[cyclohexyl(3-methylthieno[3,2-c]pyridin-2-yl)methyl]amino}benzoic acid (211 mg) synthesized above, β-alanine ethyl ester hydrochloride (128 mg), 1-hydroxybenzotriazole monohydrate (128 mg), triethylamine (233 μL) and N,N-dimethylformamide (10 mL) was added 1-ethyl-3-(3-dimethylaminopropyl)carbodiimide hydrochloride (160 mg), and the mixture was stirred overnight at room temperature. Saturated aqueous ammonium chloride solution was added to quench the reaction, and the reactio...